From a dataset of the Open Reaction Database (ORD), a public repository of structured organic reaction records. describe an organic reaction: reactants, conditions, products, and yield The reactants are COc1ccc(C2CCCC3CN(Cc4ccccc4)CCN32)c(C)c1C, O=C[O-], [NH4+], [OH-], [OH-], [Pd+2]. Product: COc1ccc(C2CCCC3CNCCN32)c(C)c1C. Reaction SMILES: [CH2:1]([c:2]1[cH:3][cH:4][cH:5][cH:6][cH:7]1)[N:8]1[CH2:9][CH:10]2[N:11]([CH2:12][CH2:13]1)[CH:14]([c:18]1[c:19]([CH3:27])[c:20]([CH3:26])[c:21]([O:24][CH3:25])[cH:22][cH:23]1)[CH2:15][CH2:16][CH2:17]2.[CH:28]([O-:29])=[O:30].[NH4+:31].[OH-:32].[OH-:34].[Pd+2:33]>>[NH:8]1[CH2:9][CH:10]2[N:11]([CH2:12][CH2:13]1)[CH:14]([c:18]1[c:19]([CH3:27])[c:20]([CH3:26])[c:21]([O:24][CH3:25])[cH:22][cH:23]1)[CH2:15][CH2:16][CH2:17]2. Reactants: C1=CC=CC=2C3=CC=CC=C3C(=CC12)C(O)C=1C2=CC=CC=C2C=2C=CC=CC2C1 (Di-phenanthen-9-yl-methanol), FC(C(=O)O)(F)F (Trifluoroacetic acid). Run in C(Cl)Cl (CH2Cl2). Conditions: time 20 minute. The product is C1C=CC=C2C3=C(C4=C5C6=C(C7=C(C5=CC4=C21)C=CC=C7)C=CC=C6)C=CC=C3 (1H-tetrabenzo[a,c,g,i]fluorene). Isolated yield 70.0%. As a reaction SMILES: [CH:1]1[C:14]2[CH:13]=[C:12]([CH:15]([C:17]3C4C(C5C=CC=C[C:29]=5[CH:30]=3)=CC=CC=4)O)[C:11]3[C:6](=[CH:7][CH:8]=[CH:9][CH:10]=3)[C:5]=2[CH:4]=[CH:3][CH:2]=1.F[C:32](F)(F)[C:33](O)=O>C(Cl)Cl>[CH2:30]1[C:29]2[C:13]([C:14]3[CH:1]=[CH:2][CH:3]=[CH:4][C:5]=3[C:6]3[C:7]=2[CH:8]=[C:10]2[C:11]=3[C:33]3[CH:32]=[CH:7][CH:6]=[CH:5][C:4]=3[C:3]3[CH:2]=[CH:1][CH:14]=[CH:13][C:9]=32)=[CH:12][CH:15]=[CH:17]1. Reported procedure: Di-phenanthen-9-yl-methanol (24.5 g, 63 mmol) was suspended in CH2Cl2 (100 ml). Trifluoroacetic acid (40 mL) was added dropwise under an atmosphere of nitrogen over a period of 10 minutes, forming a yellow suspension. This was stirred at room temperature under nitrogen for 20 minutes after which time excess solvent was removed in vacuo. The resulting yellow solid was suspended in CH2Cl2 (100 mL) and reconcentrated (5 times). The residue was then washed with diethyl ether to give 1H-tetrabenzo[a,...